Dataset: the Open Reaction Database (ORD), a public repository of structured organic reaction records. Task: describe an organic reaction: reactants, conditions, products, and yield Starting materials: [N+](=O)([O-])C1=CC=C(C=C1)C1=NC(=C2C(=N1)N(N=C2)CC(F)(F)F)N2C1COCC2CC1 (8-(6-(4-nitrophenyl)-1-(2,2,2-trifluoroethyl)-1H-pyrazolo[3,4-d]pyrimidin-4-yl)-3-oxa-8-azabicyclo[3.2.1]octane). Run in O1CCCC1 (tetrahydrofuran), C(C)(=O)OCC (ethyl acetate). Reaction conditions: time 8 hour. Yields the product C12COCC(CC1)N2C2=C1C(=NC(=N2)C2=CC=C(N)C=C2)N(N=C1)CC(F)(F)F (4-(4-(3-oxa-8-azabicyclo[3.2.1]octan-8-yl)-1-(2,2,2-trifluoroethyl)-1H-pyrazolo[3,4-d]pyrimidin-6-yl)aniline). The yield is 90.1%. RXN SMILES: [N+:1]([C:4]1[CH:9]=[CH:8][C:7]([C:10]2[N:15]=[C:14]3[N:16]([CH2:19][C:20]([F:23])([F:22])[F:21])[N:17]=[CH:18][C:13]3=[C:12]([N:24]3[CH:29]4[CH2:30][CH2:31][CH:25]3[CH2:26][O:27][CH2:28]4)[N:11]=2)=[CH:6][CH:5]=1)([O-])=O>O1CCCC1.C(OCC)(=O)C>[CH:25]12[N:24]([C:12]3[N:11]=[C:10]([C:7]4[CH:8]=[CH:9][C:4]([NH2:1])=[CH:5][CH:6]=4)[N:15]=[C:14]4[N:16]([CH2:19][C:20]([F:21])([F:23])[F:22])[N:17]=[CH:18][C:13]=34)[CH:29]([CH2:30][CH2:31]1)[CH2:28][O:27][CH2:26]2. Reported procedure: A suspension of 8-(6-(4-nitrophenyl)-1-(2,2,2-trifluoroethyl)-1H-pyrazolo[3,4-d]pyrimidin-4-yl)-3-oxa-8-azabicyclo[3.2.1]octane (0.59 g, 1.4 mmol) in tetrahydrofuran (40 mL) and ethyl acetate (10 mL) was degassed by the addition of crushed dry ice and then treated with 10% palladium on carbon (100 mg). The resulting suspension was evacuated under weak vacuum and then filled with hydrogen gas (balloon). This evacuation/fill cycle was performed three more times and on the final iteration, the mixt... As a reaction SMILES: [CH2:1]([c:2]1[cH:3][cH:4][cH:5][cH:6][cH:7]1)[N:8]1[CH2:9][CH:10]([CH2:14][NH:15][c:16]2[cH:17][cH:18][cH:19][cH:20][cH:21]2)[O:11][CH2:12][CH2:13]1.[CH3:32][CH2:33][OH:34].[CH3:35][c:36]1[cH:37][cH:38][cH:39][cH:40][cH:41]1.[P:42]1([NH2:43])(=[O:52])[NH:44][CH2:45][CH2:46][CH2:47][CH2:48][CH2:49][CH2:50][NH:51]1.[c:22]1([O:28][C:29](=[O:30])[Cl:31])[cH:23][cH:24][cH:25][cH:26][cH:27]1>>[CH2:1]([c:2]1[cH:3][cH:4][cH:5][cH:6][cH:7]1)[N:8]1[CH2:9][CH:10]([CH2:14][N:15]([c:16]2[cH:17][cH:18][cH:19][cH:20][cH:21]2)[C:29]([O:28][c:22]2[cH:23][cH:24][cH:25][cH:26][cH:27]2)=[O:30])[O:11][CH2:12][CH2:13]1.[ClH:31]. Starting materials: c1ccc(CN2CCOC(CNc3ccccc3)C2)cc1, CCO, Cc1ccccc1, NP1(=O)NCCCCCCN1, O=C(Cl)Oc1ccccc1. The product is O=C(Oc1ccccc1)N(CC1CN(Cc2ccccc2)CCO1)c1ccccc1, Cl. Starting materials: N1(CCCCC1)C1=NC(=NC=N1)NC=1C=C(C=CC1)CS(=O)(=O)N (3-[(4-(Piperidin-1-yl)-1,3,5-triazin-2-yl)amino]benzenemethane sulfonamide), N=1C=CN2C1CNCC2 (5,6,7,8-tetrahydroimidazo[1,2-a]pyrazine). Product: N=1C=CN2C1CN(CC2)C2=NC(=NC=N2)NC=2C=C(C=CC2)CS(=O)(=O)N (3-[(4-(5,6-Dihydroimidazo[1,2-a]pyrazin-7(8H)-yl)-1,3,5-triazin-2-yl)amino]benzenemethanesulfonamide). Reaction SMILES: [N:1]1([C:7]2[N:12]=[CH:11][N:10]=[C:9]([NH:13][C:14]3[CH:15]=[C:16]([CH2:20][S:21]([NH2:24])(=[O:23])=[O:22])[CH:17]=[CH:18][CH:19]=3)[N:8]=2)[CH2:6][CH2:5]CC[CH2:2]1.[N:25]1[CH:26]=CN2CC[NH:31][CH2:30][C:29]=12>>[N:31]1[CH:30]=[CH:29][N:25]2[CH2:26][CH2:2][N:1]([C:7]3[N:12]=[CH:11][N:10]=[C:9]([NH:13][C:14]4[CH:15]=[C:16]([CH2:20][S:21]([NH2:24])(=[O:23])=[O:22])[CH:17]=[CH:18][CH:19]=4)[N:8]=3)[CH2:6][C:5]=12. Procedure: B46 was prepared following the procedure reported for B1 using Al and 5,6,7,8-tetrahydroimidazo[1,2-a]pyrazine. MS (ES) C16H18N8O2S requires: 386. found: 387 (M+H)+. Product: FC=1C=C2C=C(COC2=C(C1)F)C1OCC(CO1)C1=C(C=C2CC(COC2=C1)CCCCC)F (6,8-difluoro-3-[5-(6-fluoro-3-pentylchroman-7-yl)-1,3-dioxan-2-yl]-2H-chromene). Starting materials: C1(=CC=C(C=C1)S(=O)(=O)O)C (p-toluenesulfonic acid), FC=1C=C2CC(COC2=CC1C(CO)CO)CCCCC (2-(6-fluoro-3-pentylchroman-7-yl)propane-1,3-diol), FC=1C=C2C=C(COC2=C(C1)F)C=O (6,8-difluoro-2H-chromene-3-carbaldehyde), O (water). Run in ClCCl (dichloromethane). RXN SMILES: [F:1][C:2]1[CH:3]=[C:4]2[C:9](=[CH:10][C:11]=1[CH:12]([CH2:15][OH:16])[CH2:13][OH:14])[O:8][CH2:7][CH:6]([CH2:17][CH2:18][CH2:19][CH2:20][CH3:21])[CH2:5]2.[F:22][C:23]1[CH:24]=[C:25]2[C:30](=[C:31]([F:33])[CH:32]=1)[O:29][CH2:28][C:27]([CH:34]=O)=[CH:26]2.O.C1(C)C=CC(S(O)(=O)=O)=CC=1>ClCCl>[F:22][C:23]1[CH:24]=[C:25]2[C:30](=[C:31]([F:33])[CH:32]=1)[O:29][CH2:28][C:27]([CH:34]1[O:16][CH2:15][CH:12]([C:11]3[CH:10]=[C:9]4[C:4]([CH2:5][CH:6]([CH2:17][CH2:18][CH2:19][CH2:20][CH3:21])[CH2:7][O:8]4)=[CH:3][C:2]=3[F:1])[CH2:13][O:14]1)=[CH:26]2. Procedure: 1.30 g (4.39 mmol) of 2-(6-fluoro-3-pentylchroman-7-yl)propane-1,3-diol and 900 mg (4.59 mmol) of 6,8-difluoro-2H-chromene-3-carbaldehyde are dissolved in 50 ml of dichloromethane and heated under reflux on a water separator for 5 h in the presence of 50 mg of p-toluenesulfonic acid. The solution is subsequently washed with sat. sodium hydrogencarbonate soln. and dried over sodium sulfate. The solvent is removed in vacuo, and the residue is recrystallised from heptane/toluene, giving 6,8-difluor...